From a dataset of the Open Reaction Database (ORD), a public repository of structured organic reaction records. describe an organic reaction: reactants, conditions, products, and yield The reactants are O=C([O-])[O-], CC#N, Oc1ccc(Cl)cc1, CC(C)(C)C(=O)CCl, [K+], [K+]. The product is CC(C)(C)C(=O)COc1ccc(Cl)cc1. Reaction SMILES: [C:17](=[O:18])([O-:19])[O-:20].[CH3:23][C:24]#[N:25].[Cl:1][c:2]1[cH:3][cH:4][c:5]([OH:8])[cH:6][cH:7]1.[Cl:9][CH2:10][C:11]([C:12]([CH3:13])([CH3:14])[CH3:15])=[O:16].[K+:21].[K+:22]>>[Cl:1][c:2]1[cH:3][cH:4][c:5]([O:8][CH2:10][C:11]([C:12]([CH3:13])([CH3:14])[CH3:15])=[O:16])[cH:6][cH:7]1. Reactants: CC(CO)Nc1ccc(C#N)cc1C(=O)NCc1ccc2c(c1)OCO2, CCO. Product: CC(CO)Nc1ccc(C(N)=O)cc1C(=O)NCc1ccc2c(c1)OCO2. RXN SMILES: [C:1](#[N:2])[c:3]1[cH:4][cH:5][c:6]([NH:22][CH:23]([CH2:24][OH:25])[CH3:26])[c:7]([C:8](=[O:9])[NH:10][CH2:11][c:12]2[cH:13][c:14]3[c:15]([cH:19][cH:20]2)[O:16][CH2:17][O:18]3)[cH:21]1.[CH3:27][CH2:28][OH:29]>>[C:1]([NH2:2])([c:3]1[cH:4][cH:5][c:6]([NH:22][CH:23]([CH2:24][OH:25])[CH3:26])[c:7]([C:8](=[O:9])[NH:10][CH2:11][c:12]2[cH:13][c:14]3[c:15]([cH:19][cH:20]2)[O:16][CH2:17][O:18]3)[cH:21]1)=[O:29].